Dataset: the Open Reaction Database (ORD), a public repository of structured organic reaction records. Task: describe an organic reaction: reactants, conditions, products, and yield Reactants: CC(=O)O, CCO, Cc1nc2c(-c3ccc(Cl)cc3Cl)nccn2c1[N+](=O)[O-], [Fe]. Product: Cc1nc2c(-c3ccc(Cl)cc3Cl)nccn2c1N. Reaction SMILES: [CH3:22][C:23](=[O:24])[OH:25].[CH3:26][CH2:27][OH:28].[Cl:1][c:2]1[c:3](-[c:9]2[c:10]3[n:11]([cH:12][cH:13][n:14]2)[c:15]([N+:19]([O-:20])=[O:21])[c:16]([CH3:18])[n:17]3)[cH:4][cH:5][c:6]([Cl:8])[cH:7]1.[Fe:29]>>[Cl:1][c:2]1[c:3](-[c:9]2[c:10]3[n:11]([cH:12][cH:13][n:14]2)[c:15]([NH2:19])[c:16]([CH3:18])[n:17]3)[cH:4][cH:5][c:6]([Cl:8])[cH:7]1. Starting materials: BrCc1cccnc1, Br, Cc1ccc(C(=O)c2c[nH]c3cc4c(cc3c2=O)OCO4)cc1C, CN(C)C=O, [H-], [Na+]. Yields the product Cc1ccc(C(=O)c2cn(Cc3cccnc3)c3cc4c(cc3c2=O)OCO4)cc1C. RXN SMILES: [Br:28][CH2:29][c:30]1[cH:31][n:32][cH:33][cH:34][cH:35]1.[BrH:27].[CH3:1][c:2]1[cH:3][c:4]([C:5](=[O:6])[c:7]2[cH:8][nH:9][c:10]3[cH:11][c:12]4[c:13]([cH:14][c:15]3[c:16]2=[O:17])[O:18][CH2:19][O:20]4)[cH:21][cH:22][c:23]1[CH3:24].[CH3:36][N:37]([CH3:38])[CH:39]=[O:40].[H-:25].[Na+:26]>>[CH3:1][c:2]1[cH:3][c:4]([C:5](=[O:6])[c:7]2[cH:8][n:9]([CH2:29][c:30]3[cH:31][n:32][cH:33][cH:34][cH:35]3)[c:10]3[cH:11][c:12]4[c:13]([cH:14][c:15]3[c:16]2=[O:17])[O:18][CH2:19][O:20]4)[cH:21][cH:22][c:23]1[CH3:24]. Starting materials: C(C)(C)(C)OC(=O)NCCC1=CC=C(C(=O)O)C=C1 (4-(2-((tert-butoxycarbonyl)amino)ethyl)benzoic acid), C(=O)(N1C=NC=C1)N1C=NC=C1 (carbonyldiimidazole), NN (hydrazine). Run in [OH-].[Na+] (sodium hydroxide), ClCCl (dichloromethane). Reaction conditions: time 16 hour. The product is N(N)C(=O)C1=CC=C(CCNC(OC(C)(C)C)=O)C=C1 (tert-butyl 4-(hydrazinecarbonyl)phenethylcarbamate). RXN SMILES: [C:1]([O:5][C:6]([NH:8][CH2:9][CH2:10][C:11]1[CH:19]=[CH:18][C:14]([C:15](O)=[O:16])=[CH:13][CH:12]=1)=[O:7])([CH3:4])([CH3:3])[CH3:2].C(N1C=CN=C1)(N1C=CN=C1)=O.[NH2:32][NH2:33]>ClCCl.[OH-].[Na+]>[NH:32]([C:15]([C:14]1[CH:18]=[CH:19][C:11]([CH2:10][CH2:9][NH:8][C:6](=[O:7])[O:5][C:1]([CH3:4])([CH3:3])[CH3:2])=[CH:12][CH:13]=1)=[O:16])[NH2:33] |f:4.5|. Reported procedure: To a solution of 4-(2-((tert-butoxycarbonyl)amino)ethyl)benzoic acid (3.364 g, 12.7 mmol) in anhydrous dichloromethane (60 mL) was added carbonyldiimidazole (2.264 g, 13.97 mmol). The reaction mixture was stirred at room temperature for 45 minutes before anhydrous hydrazine (1 ml) was added and the mixture stirred at room temperature for another 16 hours. Evaporation to dryness gave a white solid that was stirred in 1.5N sodium hydroxide (200 mL) for 30 minutes before being filtered off and wash... Reactants: s-caprolactam, ClCCl (dichloromethane), ICl (iodine chloride), C[Si](CCOCN1C=CC2=C1C=NN(C2=O)COCC[Si](C)(C)C)(C)C (1,5-bis(2-trimethylsilylethoxymethyl)-1,5-dihydropyrrolo[2,3-d]pyridazin-4-one), C(O)([O-])=O.[Na+] (sodium hydrogencarbonate), S(=O)(=O)([O-])[O-].[Mg+2] (magnesium sulfate). Run in C(C)#N (acetonitrile), O (water). Run at time 1 hour. Product: IC1=CN(C=2C=NN(C(C21)=O)COCC[Si](C)(C)C)COCC[Si](C)(C)C (3-Iodo-1,5-bis(2-trimethylsilylethoxymethyl)-1,5-dihydropyrrolo[2,3-d]pyridazin-4-one). The yield is 79.0%. Reaction SMILES: [CH3:1][Si:2]([CH3:26])([CH3:25])[CH2:3][CH2:4][O:5][CH2:6][N:7]1[C:11]2[CH:12]=[N:13][N:14]([CH2:17][O:18][CH2:19][CH2:20][Si:21]([CH3:24])([CH3:23])[CH3:22])[C:15](=[O:16])[C:10]=2[CH:9]=[CH:8]1.C(=O)([O-])O.[Na+].S([O-])([O-])(=O)=O.[Mg+2].ClCCl.[I:41]Cl>O.C(#N)C>[I:41][C:9]1[C:10]2[C:15](=[O:16])[N:14]([CH2:17][O:18][CH2:19][CH2:20][Si:21]([CH3:24])([CH3:23])[CH3:22])[N:13]=[CH:12][C:11]=2[N:7]([CH2:6][O:5][CH2:4][CH2:3][Si:2]([CH3:26])([CH3:25])[CH3:1])[CH:8]=1 |f:1.2,3.4|. Reported procedure: To 65 ml of acetonitrile solution containing 7.0 g (18 mmol) of 1,5-bis(2-trimethylsilylethoxymethyl)-1,5-dihydropyrrolo[2,3-d]pyridazin-4-one obtained in Reference example 18-(a) were added 6.0 g (71 mmol) of sodium hydrogencarbonate and 12.4 g (103 mmol) of anhydrous magnesium sulfate under argon atmosphere, and the mixture was stirred at room temperature for 1 hour. Then, 4.0 g (36 mmol) of s-caprolactam and 35.5 ml (35.5 mmol) of dichloromethane solution containing 1M iodine chloride were ad...